This data is from the Open Reaction Database (ORD), a public repository of structured organic reaction records. The task is: describe an organic reaction: reactants, conditions, products, and yield Starting materials: C(C)(=O)N1CCN(CC1)C1=CC(=C(C=C1)CN1C(CCN(S1(=O)=O)C(=O)OC)C)F (methyl 6-{[4-(4-acetylpiperazin-1-yl)-2-fluorophenyl]methyl}-5-methyl-1,1- dioxo-1λ6,2,6-thiadiazinane-2-carboxylate), [OH-].[Na+] (NaOH). Solvent: CO.O (MeOH H2O). Reaction conditions: temperature 0 celsius, time 2 hour. The product is C(C)(=O)N1CCN(CC1)C1=CC(=C(C=C1)CN1S(NCCC1C)(=O)=O)F (2-{[4-(4-acetylpiperazin-1-yl)-2-fluorophenyl]methyl}-3-methyl-1λ6,2,6-thiadiazinane-1,1-dione). Isolated yield 82.1%. RXN SMILES: [C:1]([N:4]1[CH2:9][CH2:8][N:7]([C:10]2[CH:15]=[CH:14][C:13]([CH2:16][N:17]3[S:22](=[O:24])(=[O:23])[N:21](C(OC)=O)[CH2:20][CH2:19][CH:18]3[CH3:29])=[C:12]([F:30])[CH:11]=2)[CH2:6][CH2:5]1)(=[O:3])[CH3:2].[OH-].[Na+]>CO.O>[C:1]([N:4]1[CH2:9][CH2:8][N:7]([C:10]2[CH:15]=[CH:14][C:13]([CH2:16][N:17]3[CH:18]([CH3:29])[CH2:19][CH2:20][NH:21][S:22]3(=[O:24])=[O:23])=[C:12]([F:30])[CH:11]=2)[CH2:6][CH2:5]1)(=[O:3])[CH3:2] |f:1.2,3.4|. Procedure details: A mixture of methyl 6-{[4-(4-acetylpiperazin-1-yl)-2-fluorophenyl]methyl}-5-methyl-1,1- dioxo-1λ6,2,6-thiadiazinane-2-carboxylate (420 mg, 0.95 mmol) and NaOH (76 mg, 1.90 mmol) in MeOH/H2O (1:1, 10 mL) was stirred at 0° C. for 10 minutes and ambient temperature for 2 hours. The reaction mixture was concentrated under reduced pressure. The crude product was purified by reverse phase column chromatography (1% (NH4)2CO3) to afford 2-{[4-(4-acetylpiperazin-1-yl)-2-fluorophenyl]methyl}-3-methyl-1λ6,... As a reaction SMILES: [BrH:8].[C:16](=[O:17])([O-:18])[O-:19].[C:9]([CH2:10][SH:11])(=[O:12])[O:13][CH2:14][CH3:15].[K+:20].[K+:21].[NH2:1][c:2]1[s:3][c:4]([Br:7])[cH:5][n:6]1.[O:22]=[CH:23][N:24]([CH3:25])[CH3:26]>>[NH2:1][c:2]1[s:3][c:4]([S:11][CH2:10][C:9](=[O:12])[O:13][CH2:14][CH3:15])[cH:5][n:6]1. The reactants are Br, O=C([O-])[O-], CCOC(=O)CS, [K+], [K+], Nc1ncc(Br)s1, CN(C)C=O. The product is CCOC(=O)CSc1cnc(N)s1.